From a dataset of the Open Reaction Database (ORD), a public repository of structured organic reaction records. describe an organic reaction: reactants, conditions, products, and yield The reactants are C(C)(=O)C(C(=O)OC)CC(=O)OC (Dimethyl acetylsuccinate), C[O-].[Na+].CO (sodiummethylate methanol), Cl.C(C)(=N)N (acetamidine hydrochloride). Yields the product CC1=NC(=C(C(=N1)O)CC(=O)O)C ((2,6-dimethyl-4-hydroxy-5-pyrimidinyl) acetic acid). Isolated yield 93.3%. As a reaction SMILES: [C:1]([CH:4]([CH2:9][C:10]([O:12]C)=[O:11])[C:5]([O:7]C)=O)(=O)[CH3:2].C[O-].[Na+].CO.Cl.[C:20]([NH2:23])(=[NH:22])[CH3:21]>>[CH3:21][C:20]1[N:23]=[C:5]([OH:7])[C:4]([CH2:9][C:10]([OH:12])=[O:11])=[C:1]([CH3:2])[N:22]=1 |f:1.2.3,4.5|. Procedure details: Dimethyl acetylsuccinate (188 g, 1 mol) is dissolved in sodiummethylate/methanol (1.1 mol in 500 ml) and added within 30 minutes to a solution of acetamidine hydrochloride (104 g, 1.1 mol) at 60° C. with stirring. After refluxing the mixture for 14 hours, the precipitated salt is removed by filtration and the filtrate is evaporated to dryness under reduced pressure. The resulting solid is suspended in acetone, filtered and dried to give (2,6-dimethyl-4-hydroxy-5-pyrimidinyl) acetic acid crystall... Procedure details: Following the procedure of Example 4, N-methylcarbonyl 2-nitro-5-fluoroaniline (1.0 g, 5.1 mmol), phenol (0.47 g, 5.1 mmol) and potassium carbonate (1.4 g, 10.2 mmol) are reacted together to give N-methylcarbonyl 2-nitro-5-phenoxyaniline, 1.2 g of which is then reacted with 20% hydrochloric acid (50 ml) to give 2-nitro-5-phenoxyaniline. The 2-nitro-5-phenoxyaniline (0.9 g, 3.9 mmol) is reacted with potassium hydroxide (0.2 g, 3.9 mmol) and sodium hypochlorite (11 ml of 5.2% solution, 0.6 g, 7.8 ... As a reaction SMILES: [CH3:1][C:2]([NH:4][C:5]1[CH:10]=[C:9](F)[CH:8]=[CH:7][C:6]=1[N+:12]([O-:14])=[O:13])=[O:3].[C:15]1([OH:21])[CH:20]=[CH:19][CH:18]=[CH:17][CH:16]=1.C(=O)([O-])[O-].[K+].[K+]>>[CH3:1][C:2]([NH:4][C:5]1[CH:10]=[C:9]([O:21][C:15]2[CH:20]=[CH:19][CH:18]=[CH:17][CH:16]=2)[CH:8]=[CH:7][C:6]=1[N+:12]([O-:14])=[O:13])=[O:3] |f:2.3.4|. Yields the product CC(=O)NC1=C(C=CC(=C1)OC1=CC=CC=C1)[N+](=O)[O-] (N-methylcarbonyl 2-nitro-5-phenoxyaniline). The reactants are CC(=O)NC1=C(C=CC(=C1)F)[N+](=O)[O-] (N-methylcarbonyl 2-nitro-5-fluoroaniline), C1(=CC=CC=C1)O (phenol), C([O-])([O-])=O.[K+].[K+] (potassium carbonate). Reactants: CCOC(=O)c1c(OC)c2n(c1Br)CCN(C)C2=O, C1CCOC1, [Li]CCCC, CCCCCC, Cl, COC(=O)c1cnccn1. The product is CCOC(=O)c1c(OC)c2n(c1C(=O)c1cnccn1)CCN(C)C2=O. Reaction SMILES: [Br:1][c:2]1[c:3]([C:15](=[O:16])[O:17][CH2:18][CH3:19])[c:4]([O:13][CH3:14])[c:5]2[n:6]1[CH2:7][CH2:8][N:9]([CH3:12])[C:10]2=[O:11].[CH2:42]1[O:43][CH2:44][CH2:45][CH2:46]1.[CH3:20][CH2:21][CH2:22][CH2:23][Li:24].[CH3:25][CH2:26][CH2:27][CH2:28][CH2:29][CH3:30].[ClH:41].[n:31]1[c:32]([C:37](=[O:38])[O:39][CH3:40])[cH:33][n:34][cH:35][cH:36]1>>[c:2]1([C:37]([c:32]2[n:31][cH:36][cH:35][n:34][cH:33]2)=[O:38])[c:3]([C:15](=[O:16])[O:17][CH2:18][CH3:19])[c:4]([O:13][CH3:14])[c:5]2[n:6]1[CH2:7][CH2:8][N:9]([CH3:12])[C:10]2=[O:11]. Reaction SMILES: O[C:2]1[C:7]2[C:8](=[O:12])O[IH](=O)[C:6]=2[CH:5]=[CH:4][CH:3]=1.[O:13]1[CH2:17][CH2:16][CH2:15][CH2:14]1>>[CH2:8]([O:12][C:14]1[CH:4]=[CH:3][CH:2]=[CH:7][C:15]=1[CH2:16][CH:17]=[O:13])[C:7]1[CH:2]=[CH:3][CH:4]=[CH:5][CH:6]=1. Yields the product C(C1=CC=CC=C1)OC1=C(C=CC=C1)CC=O ([2-(Benzyloxy)phenyl]acetaldehyde). Starting materials: OC1=CC=CC2=C1C(O[IH]2=O)=O (hydroxy-1-oxo-benzo[d][1,2]iodoxol-3-one), [2-(2-benzyloxy)phenyl]ethanol, O1CCCC1 (tetrahydrofuran). Procedure details: 0.104 mol of hydroxy-1-oxo-benzo[d][1,2]iodoxol-3-one is added to 0.08 mol of [2-(2-benzyloxy)phenyl]ethanol in 500 ml of tetrahydrofuran. The reaction mixture is heated at reflux for 2 hours and then cooled. The precipitate is filtered off and the filtrate is evaporated. Run in CO (methanol), C(Cl)Cl (DCM). Reported procedure: The title compound was prepared by starting with 200 mg of Ac-Tyr(Bzl)-Val-Ala-N(C6H13)2 which was reduced with hydrogen under high pressure with 20% Pd/C catalyst in methanol. The catalyst was filtered. The solution was concentrated under reduced pressure, dissolved, and lyophilized (15B mg). The peptide was phosphotitylated with 1H-tetrazole (79.0 mg, 4.0 eq.) and di-t-butyl diethylphosphoramidite (312 mL, 4.0 eq.) in DCM (50 mL) while stirring at room temperature for 1 hour. The compound was ... Reagents/catalysts: [Pd] (Pd/C). Reaction conditions: time 1 hour. Product: title compound, N([C@@H](CC1=CC=C(C=C1)OP(=O)(O)O)C(=O)N[C@@H](C(C)C)C(=O)N[C@@H](C)C(=O)N(CCCCCC)CCCCCC)C(=O)C (Ac-Tyr(PO3H2)-Val-Ala-N(C6H13)2). Reaction SMILES: [NH:1]([C:45]([CH3:47])=[O:46])[C@H:2]([C:18]([NH:20][C@H:21]([C:25]([NH:27][C@H:28]([C:30]([N:32]([CH2:39][CH2:40][CH2:41][CH2:42][CH2:43][CH3:44])[CH2:33][CH2:34][CH2:35][CH2:36][CH2:37][CH3:38])=[O:31])[CH3:29])=[O:26])[CH:22]([CH3:24])[CH3:23])=[O:19])[CH2:3][C:4]1[CH:9]=[CH:8][C:7]([O:10]CC2C=CC=CC=2)=[CH:6][CH:5]=1.[H][H].N1C=NN=N1.C(N(CC)[P:58]([O:64]C(C)(C)C)[O:59]C(C)(C)C)C.C([O:75]O)(C)(C)C>[Pd].CO.C(Cl)Cl>[NH:1]([C:45]([CH3:47])=[O:46])[C@H:2]([C:18]([NH:20][C@H:21]([C:25]([NH:27][C@H:28]([C:30]([N:32]([CH2:39][CH2:40][CH2:41][CH2:42][CH2:43][CH3:44])[CH2:33][CH2:34][CH2:35][CH2:36][CH2:37][CH3:38])=[O:31])[CH3:29])=[O:26])[CH:22]([CH3:24])[CH3:23])=[O:19])[CH2:3][C:4]1[CH:9]=[CH:8][C:7]([O:10][P:58]([OH:64])([OH:75])=[O:59])=[CH:6][CH:5]=1. Reactants: C(C)N(P(OC(C)(C)C)OC(C)(C)C)CC (di-t-butyl diethylphosphoramidite), N1N=NN=C1 (1H-tetrazole), N([C@@H](CC1=CC=C(C=C1)OCC1=CC=CC=C1)C(=O)N[C@@H](C(C)C)C(=O)N[C@@H](C)C(=O)N(CCCCCC)CCCCCC)C(=O)C (Ac-Tyr(Bzl)-Val-Ala-N(C6H13)2), [H][H] (hydrogen), C(C)(C)(C)OO (t-butyl-hydroperoxide). As a reaction SMILES: [CH3:1][O:2][C:3]1[CH:4]=[C:5]([CH:11]2[CH2:16][CH:15]([C:17]([F:20])([F:19])[F:18])[N:14]3[N:21]=[C:22]([C:24]4[CH:29]=[CH:28][N:27]=[C:26]([C:30](O)=[O:31])[CH:25]=4)[CH:23]=[C:13]3[NH:12]2)[CH:6]=[CH:7][C:8]=1[O:9][CH3:10].[N:33]1([C:39]([O:41][C:42]([CH3:45])([CH3:44])[CH3:43])=[O:40])[CH2:38][CH2:37][NH:36][CH2:35][CH2:34]1>>[CH3:1][O:2][C:3]1[CH:4]=[C:5]([CH:11]2[CH2:16][CH:15]([C:17]([F:20])([F:18])[F:19])[N:14]3[N:21]=[C:22]([C:24]4[CH:29]=[CH:28][N:27]=[C:26]([C:30]([N:36]5[CH2:35][CH2:34][N:33]([C:39]([O:41][C:42]([CH3:45])([CH3:44])[CH3:43])=[O:40])[CH2:38][CH2:37]5)=[O:31])[CH:25]=4)[CH:23]=[C:13]3[NH:12]2)[CH:6]=[CH:7][C:8]=1[O:9][CH3:10]. Yield: 42.9%. Yields the product COC=1C=C(C=CC1OC)C1NC=2N(C(C1)C(F)(F)F)N=C(C2)C2=CC(=NC=C2)C(=O)N2CCN(CC2)C(=O)OC(C)(C)C (tert-butyl 4-(4-(5-(3,4-dimethoxyphenyl)-7-(trifluoromethyl)-4,5,6,7-tetrahydropyrazolo[1,5-a]pyrimidin-2-yl)picolinoyl)piperazine-1-carboxylate). The reactants are COC=1C=C(C=CC1OC)C1NC=2N(C(C1)C(F)(F)F)N=C(C2)C2=CC(=NC=C2)C(=O)O (4-(5-(3,4-dimethoxyphenyl)-7-(trifluoromethyl)-4,5,6,7-tetrahydropyrazolo[1,5-a]pyrimidin-2-yl)picolinic acid), N1(CCNCC1)C(=O)OC(C)(C)C (tert-butyl piperazine-1-carboxylate). Procedure: Example ER-897034 was prepared in two steps from 4-(5-(3,4-dimethoxyphenyl)-7-(trifluoromethyl)-4,5,6,7-tetrahydropyrazolo[1,5-a]pyrimidin-2-yl)picolinic acid (25 mg, 0.056 mmol) and commercially available tert-butyl piperazine-1-carboxylate (31 mg, 0.167 mmol) in a manner similar to that of example D-6 to afford intermediate tert-butyl 4-(4-(5-(3,4-dimethoxyphenyl)-7-(trifluoromethyl)-4,5,6,7-tetrahydropyrazolo[1,5-a]pyrimidin-2-yl)picolinoyl)piperazine-1-carboxylate (15 mg, 0.024 mmol, 44% yie... Starting materials: CNC(=O)c1ccccc1Nc1nc(Cl)ncc1Cl, COc1cc2c(cc1N)CCN(CC(C)(F)F)CC2. The product is CNC(=O)c1ccccc1Nc1nc(Nc2cc3c(cc2OC)CCN(CC(C)(F)F)CC3)ncc1Cl. RXN SMILES: [Cl:20][c:21]1[n:22][cH:23][c:24]([Cl:38])[c:25]([NH:27][c:28]2[c:29]([C:30](=[O:31])[NH:32][CH3:33])[cH:34][cH:35][cH:36][cH:37]2)[n:26]1.[F:1][C:2]([CH2:3][N:4]1[CH2:5][CH2:6][c:7]2[c:8]([cH:11][c:12]([NH2:17])[c:13]([O:15][CH3:16])[cH:14]2)[CH2:9][CH2:10]1)([CH3:18])[F:19]>>[F:1][C:2]([CH2:3][N:4]1[CH2:5][CH2:6][c:7]2[c:8]([cH:11][c:12]([NH:17][c:21]3[n:22][cH:23][c:24]([Cl:38])[c:25]([NH:27][c:28]4[c:29]([C:30](=[O:31])[NH:32][CH3:33])[cH:34][cH:35][cH:36][cH:37]4)[n:26]3)[c:13]([O:15][CH3:16])[cH:14]2)[CH2:9][CH2:10]1)([CH3:18])[F:19]. The reactants are CO, C=COCCONC(=O)c1ccn2cncc2c1Nc1ccc(C2CC2)cc1F. Product: O=C(NOCCO)c1ccn2cncc2c1Nc1ccc(C2CC2)cc1F. As a reaction SMILES: [CH3:30][OH:31].[CH:1](=[CH2:2])[O:3][CH2:4][CH2:5][O:6][NH:7][C:8](=[O:9])[c:10]1[c:11]([NH:19][c:20]2[c:21]([F:29])[cH:22][c:23]([CH:26]3[CH2:27][CH2:28]3)[cH:24][cH:25]2)[c:12]2[n:13]([cH:14][cH:15]1)[cH:16][n:17][cH:18]2>>[OH:3][CH2:4][CH2:5][O:6][NH:7][C:8](=[O:9])[c:10]1[c:11]([NH:19][c:20]2[c:21]([F:29])[cH:22][c:23]([CH:26]3[CH2:27][CH2:28]3)[cH:24][cH:25]2)[c:12]2[n:13]([cH:14][cH:15]1)[cH:16][n:17][cH:18]2.